The task is: describe an organic reaction: reactants, conditions, products, and yield. This data is from the Open Reaction Database (ORD), a public repository of structured organic reaction records. Reactants: C(C)(C)(C)OC(=O)N1C(O[C@@H]([C@H]1CF)C1=CC=C(C=C1)B1OC(C(O1)(C)C)(C)C)(C)C ((4S,5R)-4-Fluoromethyl-2,2-dimethyl-5-[4-(4,4,5,5-tetramethyl-[1,3,2]dioxaborolan-2-yl)-phenyl]-oxazolidine-3-carboxylic acid tert-butyl ester), C(=O)([O-])[O-].[Cs+].[Cs+] (Cs2CO3), BrC=1C=CC(=NC1)CNC(C)C ((5-Bromo-pyridin-2-ylmethyl)-isopropyl-amine), C(OC)COC.O (dimethoxyethane water). Reagents/catalysts: C=1C=CC(=CC1)[P](C=2C=CC=CC2)(C=3C=CC=CC3)[Pd]([P](C=4C=CC=CC4)(C=5C=CC=CC5)C=6C=CC=CC6)([P](C=7C=CC=CC7)(C=8C=CC=CC8)C=9C=CC=CC9)[P](C=1C=CC=CC1)(C=1C=CC=CC1)C=1C=CC=CC1 (Pd(PPh3)4). Solvent: O (water), C(C)(=O)OCC (ethyl acetate). Reaction conditions: temperature 90 celsius. Product: C(C)(C)(C)OC(=O)N1C(O[C@@H]([C@H]1CF)C1=CC=C(C=C1)C=1C=NC(=CC1)C(N)C(C)C)(C)C ((4S,5R)-4-Fluoromethyl-5-{4-[6-(isopropyl amino-methyl)-pyridin-3-yl]-phenyl}-2,2-dimethyl-oxazolidine-3-carboxylic acid tert-butyl ester). RXN SMILES: [C:1]([O:5][C:6]([N:8]1[C@H:12]([CH2:13][F:14])[C@@H:11]([C:15]2[CH:20]=[CH:19][C:18](B3OC(C)(C)C(C)(C)O3)=[CH:17][CH:16]=2)[O:10][C:9]1([CH3:31])[CH3:30])=[O:7])([CH3:4])([CH3:3])[CH3:2].[C:32]([O-])([O-])=O.[Cs+].[Cs+].Br[C:39]1[CH:40]=[CH:41][C:42]([CH2:45][NH:46]C(C)C)=[N:43][CH:44]=1.[CH2:50]([CH2:53]OC)OC.O>O.C(OCC)(=O)C.C1C=CC([P]([Pd]([P](C2C=CC=CC=2)(C2C=CC=CC=2)C2C=CC=CC=2)([P](C2C=CC=CC=2)(C2C=CC=CC=2)C2C=CC=CC=2)[P](C2C=CC=CC=2)(C2C=CC=CC=2)C2C=CC=CC=2)(C2C=CC=CC=2)C2C=CC=CC=2)=CC=1>[C:1]([O:5][C:6]([N:8]1[C@H:12]([CH2:13][F:14])[C@@H:11]([C:15]2[CH:16]=[CH:17][C:18]([C:39]3[CH:44]=[N:43][C:42]([CH:45]([CH:50]([CH3:53])[CH3:32])[NH2:46])=[CH:41][CH:40]=3)=[CH:19][CH:20]=2)[O:10][C:9]1([CH3:31])[CH3:30])=[O:7])([CH3:4])([CH3:3])[CH3:2] |f:1.2.3,5.6,^1:67,69,88,107|. Procedure: To a solution of (4S,5R)-4-Fluoromethyl-2,2-dimethyl-5-[4-(4,4,5,5-tetramethyl-[1,3,2]dioxaborolan-2-yl)-phenyl]-oxazolidine-3-carboxylic acid tert-butyl ester (270 mg, 0.620 mmol) in dimethoxyethane:water (8:2, 3.6 mL) is added Cs2CO3 (504 mg, 1.55 mmol) and (5-Bromo-pyridin-2-ylmethyl)-isopropyl-amine (156 mg, 0.682 mmol) at room temperature. Reaction mixture is degassed with nitrogen for 30 minutes then Pd(PPh3)4 (71 mg, 0.062 mmol) is added. The resulting reaction mixture is heated to 90° C....